From a dataset of the Open Reaction Database (ORD), a public repository of structured organic reaction records. describe an organic reaction: reactants, conditions, products, and yield Run in C(C)(=O)OCC (ethyl acetate), C(C)(=O)OCC (ethyl acetate). Reported procedure: The starting material is prepared as follows: To the solution of 1,134 g of bromine in 1,400 ml of ethyl acetate 472 g of allyl cyanide are added dropwise while stirring for 90 minutes at -10°-0°. The resulting solution of 3,4-dibromobutyronitrile is added all at once to the solution prepared from 705 g of catechol and 1,987 g of anhydrous potassium carbonate in 5,000 ml of refluxing ethyl acetate, while stirring at 35° under nitrogen. The mixture is refluxed for 4 hours and stirred overnight at... Reaction SMILES: BrBr.[CH2:3]([C:6]#[N:7])[CH:4]=[CH2:5].BrC(CBr)CC#N.[C:15]1([C:17](=[CH:19][CH:20]=[CH:21][CH:22]=1)[OH:18])[OH:16].C(=O)([O-])[O-].[K+].[K+]>C(OCC)(=O)C>[O:16]1[C:15]2[CH:22]=[CH:21][CH:20]=[CH:19][C:17]=2[O:18][CH2:5][CH:4]1[CH2:3][C:6]#[N:7] |f:4.5.6|. Reactants: BrC(CC#N)CBr (3,4-dibromobutyronitrile), BrBr (bromine), C(C=C)C#N (allyl cyanide), C=1(O)C(O)=CC=CC1 (catechol), C([O-])([O-])=O.[K+].[K+] (potassium carbonate). Reaction conditions: time 90 minute. Product: O1C(COC2=C1C=CC=C2)CC#N (1,4-benzodioxan-2-yl-acetonitrile). The reactants are CO.O (methanol H2O), COC([C@@H](NC(C1=C(C=C(C=C1)COC=1C=NC=CC1)OC1=CC=CC=C1)=O)CCSC)=O ([4-(3-pyridyloxymethyl)-2-phenoxybenzoyl]methionine methyl ester), [OH-].[Na+] (NaOH). Solvent: O (water). Conditions: temperature 60 celsius. Yields the product N1=CC(=CC=C1)OCC1=CC(=C(C(=O)N[C@@H](CCSC)C(=O)O)C=C1)OC1=CC=CC=C1 ([4-(3-pyridyloxymethyl)-2-phenoxybenzoyl]methionine). Yield: 87.4%. As a reaction SMILES: CO.O.C[O:5][C:6](=[O:36])[C@H:7]([CH2:32][CH2:33][S:34][CH3:35])[NH:8][C:9](=[O:31])[C:10]1[CH:15]=[CH:14][C:13]([CH2:16][O:17][C:18]2[CH:19]=[N:20][CH:21]=[CH:22][CH:23]=2)=[CH:12][C:11]=1[O:24][C:25]1[CH:30]=[CH:29][CH:28]=[CH:27][CH:26]=1.[OH-].[Na+]>O>[N:20]1[CH:21]=[CH:22][CH:23]=[C:18]([O:17][CH2:16][C:13]2[CH:14]=[CH:15][C:10]([C:9]([NH:8][C@H:7]([C:6]([OH:36])=[O:5])[CH2:32][CH2:33][S:34][CH3:35])=[O:31])=[C:11]([O:24][C:25]3[CH:26]=[CH:27][CH:28]=[CH:29][CH:30]=3)[CH:12]=2)[CH:19]=1 |f:0.1,3.4|. Reported procedure: To a solution in 5:1 methanol-H2O (3.5 mL) of [4-(3-pyridyloxymethyl)-2-phenoxybenzoyl]methionine methyl ester (440 mg), prepared as in Example 157G, was added a solution of 50% NaOH (354 mg) in water (0.8 mL) and the reaction mixture was heated at 60° C. for 15 minutes. The reaction mixture was concentrated in vacuo and the residue was taken up in H2O (3, mL). The aqueous solution was acidified with concentrated HCl (415 mg) and 2 drops of ethyl acetate were added. The resulting solid was filte... Starting materials: ClCCl, COc1ccc(CN2CC(c3cccc(F)c3F)=CCC(NC(=O)OCc3ccccc3)C2=O)c(OC)c1, O=C(O)C(F)(F)F. Yields the product O=C(NC1CC=C(c2cccc(F)c2F)CNC1=O)OCc1ccccc1. As a reaction SMILES: [Cl:46][CH2:47][Cl:48].[F:8][c:9]1[c:10]([C:16]2=[CH:17][CH2:18][CH:19]([NH:35][C:36]([O:37][CH2:38][c:39]3[cH:40][cH:41][cH:42][cH:43][cH:44]3)=[O:45])[C:20](=[O:34])[N:21]([CH2:23][c:24]3[cH:25][cH:26][c:27]([O:28][CH3:29])[cH:30][c:31]3[O:32][CH3:33])[CH2:22]2)[cH:11][cH:12][cH:13][c:14]1[F:15].[OH:1][C:2]([C:3]([F:4])([F:5])[F:6])=[O:7]>>[F:8][c:9]1[c:10]([C:16]2=[CH:17][CH2:18][CH:19]([NH:35][C:36]([O:37][CH2:38][c:39]3[cH:40][cH:41][cH:42][cH:43][cH:44]3)=[O:45])[C:20](=[O:34])[NH:21][CH2:22]2)[cH:11][cH:12][cH:13][c:14]1[F:15]. Procedure details: Prepared according to the method used in the preparation of 4-(2-chloro-4-morpholin-4-yl-thieno[3,2-d]pyrimidin-6-ylmethyl)-3,3-dimethyl-piperazin-2-one using 5,6,7,8-tetrahydro-[1,2,4]triazolo[4,3-a]pyrazine in place of 3,3-dimethyl-piperazin-2-one. The title compound was obtained as a white solid (115 mg, 84%). Yields the product ClC=1N=C(C2=C(N1)C=C(S2)CN2CC=1N(CC2)C=NN1)N1CCOCC1 (7-(2-Chloro-4-morpholin-4-yl-thieno[3,2-d]pyrimidin-6-ylmethyl)-5,6,7,8-tetrahydro-[1,2,4]triazolo[4,3-a]pyrazine), solid. Starting materials: ClC=1N=C(C2=C(N1)C=C(S2)CN2C(C(NCC2)=O)(C)C)N2CCOCC2 (4-(2-chloro-4-morpholin-4-yl-thieno[3,2-d]pyrimidin-6-ylmethyl)-3,3-dimethyl-piperazin-2-one), N=1N=CN2C1CNCC2 (5,6,7,8-tetrahydro-[1,2,4]triazolo[4,3-a]pyrazine). Isolated yield 84.0%. As a reaction SMILES: [Cl:1][C:2]1[N:3]=[C:4]([N:21]2[CH2:26][CH2:25][O:24][CH2:23][CH2:22]2)[C:5]2[S:10][C:9]([CH2:11][N:12]3[CH2:17][CH2:16][NH:15][C:14](=O)[C:13]3([CH3:20])C)=[CH:8][C:6]=2[N:7]=1.[N:27]1[N:28]=CN2CCNCC=12>>[Cl:1][C:2]1[N:3]=[C:4]([N:21]2[CH2:26][CH2:25][O:24][CH2:23][CH2:22]2)[C:5]2[S:10][C:9]([CH2:11][N:12]3[CH2:17][CH2:16][N:15]4[CH:14]=[N:27][N:28]=[C:20]4[CH2:13]3)=[CH:8][C:6]=2[N:7]=1. Starting materials: BrC1=C2C=CC=NC2=C2C(=C1)C(N(C2)[C@@H]2[C@H](CCCC2)O[Si](C)(C)C(C)(C)C)=O (5-bromo-8-[(1S,2S)-2-{[tert-butyl(dimethyl)silyl]oxy}cyclohexyl]-8,9-dihydro-7H-pyrrolo[3,4-h]quinolin-7-one), C(=C)[B-](F)(F)F.[K+] (potassium vinyltrifluoroborate), C([O-])([O-])=O.[K+].[K+] (potassium carbonate), C([O-])(O)=O.[Na+] (sodium bicarbonate). The reagents and catalysts are CC(C)([P](C(C)(C)C)([Pd][P](C(C)(C)C)(C(C)(C)C)C(C)(C)C)C(C)(C)C)C (bis(tri-tert-butylphosphine)palladium(0)). Solvent: C1CCOC1 (THF), O (water). Run at temperature 50 celsius. Product: [Si](C)(C)(C(C)(C)C)O[C@@H]1[C@H](CCCC1)N1C(C2=CC(=C3C=CC=NC3=C2C1)C=C)=O (8-[(1S,2S)-2{[tert-butyl(dimethyl)silyl]oxy}cyclohexyl]-5-ethenyl-8,9-dihydro-7H-pyrrolo[3,4-h]quinolin-7-one). As a reaction SMILES: Br[C:2]1[CH:11]=[C:10]2[C:12](=[O:29])[N:13]([C@H:15]3[CH2:20][CH2:19][CH2:18][CH2:17][C@@H:16]3[O:21][Si:22]([C:25]([CH3:28])([CH3:27])[CH3:26])([CH3:24])[CH3:23])[CH2:14][C:9]2=[C:8]2[C:3]=1[CH:4]=[CH:5][CH:6]=[N:7]2.[CH:30]([B-](F)(F)F)=[CH2:31].[K+].C(=O)([O-])[O-].[K+].[K+].C(=O)(O)[O-].[Na+]>C1COCC1.O.CC(C)([P](C(C)(C)C)([Pd][P](C(C)(C)C)(C(C)(C)C)C(C)(C)C)C(C)(C)C)C>[Si:22]([O:21][C@H:16]1[CH2:17][CH2:18][CH2:19][CH2:20][C@@H:15]1[N:13]1[CH2:14][C:9]2[C:10](=[CH:11][C:2]([CH:30]=[CH2:31])=[C:3]3[C:8]=2[N:7]=[CH:6][CH:5]=[CH:4]3)[C:12]1=[O:29])([C:25]([CH3:27])([CH3:26])[CH3:28])([CH3:24])[CH3:23] |f:1.2,3.4.5,6.7,^1:56,62|. Reported procedure: To a solution of 5-bromo-8-[(1S,2S)-2-{[tert-butyl(dimethyl)silyl]oxy}cyclohexyl]-8,9-dihydro-7H-pyrrolo[3,4-h]quinolin-7-one (see Example 18, 2.00 g, 4.21 mmol) in a mixture of 20 mL of THF and 2 mL of water under an atmosphere of nitrogen was added potassium vinyltrifluoroborate (0.789 g, 5.89 mmol), potassium carbonate (1.45 g, 10.5 mmol), and bis(tri-tert-butylphosphine)palladium(0) (0.215 g, 0.421 mmol). The mixture was heated at 50° C. for 2 hr, cooled to ambient temperature, poured into s... Reactants: O=C([O-])[O-], COc1ccc(B(O)O)cc1, CN(C)c1ccccc1-c1ccccc1[PH](Cl)(C12CCC(CC1)C2)C12CCC(CC1)C2, [K+], [K+], C1COCCO1, [Pd], Cc1ccccc1NC(=O)c1cnn2cc(Br)ccc12. Product: COc1ccc(-c2ccc3c(C(=O)Nc4ccccc4C)cnn3c2)cc1. As a reaction SMILES: [C:32](=[O:33])([O-:34])[O-:35].[CH3:21][O:22][c:23]1[cH:24][cH:25][c:26]([B:29]([OH:30])[OH:31])[cH:27][cH:28]1.[Cl:45][PH:46]([c:47]1[cH:48][cH:49][cH:50][cH:51][c:52]1-[c:53]1[cH:54][cH:55][cH:56][cH:57][c:58]1[N:59]([CH3:60])[CH3:61])([C:62]12[CH2:63][CH:64]([CH2:65][CH2:66]1)[CH2:67][CH2:68]2)[C:69]12[CH2:70][CH:71]([CH2:72][CH2:73]1)[CH2:74][CH2:75]2.[K+:36].[K+:37].[O:38]1[CH2:39][CH2:40][O:41][CH2:42][CH2:43]1.[Pd:44].[c:1]1([CH3:20])[c:2]([NH:7][C:8](=[O:9])[c:10]2[cH:11][n:12][n:13]3[c:14]2[cH:15][cH:16][c:17]([Br:19])[cH:18]3)[cH:3][cH:4][cH:5][cH:6]1>>[c:1]1([CH3:20])[c:2]([NH:7][C:8](=[O:9])[c:10]2[cH:11][n:12][n:13]3[c:14]2[cH:15][cH:16][c:17](-[c:26]2[cH:25][cH:24][c:23]([O:22][CH3:21])[cH:28][cH:27]2)[cH:18]3)[cH:3][cH:4][cH:5][cH:6]1. Yields the product BrC=1C=C(C=CC1C)C1=NN=NN1 (5-(3'-bromo-4'-methylphenyl)tetrazole). As a reaction SMILES: C(CCC[NH:6][C:7]([C:9]1[CH:14]=[CH:13][C:12]([CH3:15])=[C:11]([Br:16])[CH:10]=1)=O)#N.[Si]([N:21]=[N+:22]=[N-:23])(C)(C)C.C1C=CC(P(C2C=CC=CC=2)C2C=CC=CC=2)=CC=1.CCOC(/N=N/C(OCC)=O)=O.[OH-].[Na+]>C1COCC1>[Br:16][C:11]1[CH:10]=[C:9]([C:7]2[NH:6][N:23]=[N:22][N:21]=2)[CH:14]=[CH:13][C:12]=1[CH3:15] |f:4.5|. Conditions: time 24 hour. Reported procedure: A solution of 1.0 mmol of this amide, 4.0 mmol of TMSN3, 4.0 mmol of PPh3, and 4.0 mmol of DEAD in 4 mL of THF at 0° C. was stirred 24 h and then concentrated. The residue was mixed with 5 mL of THF and 12.0 mmol of 1N NaOH. After stirring for 24 h and processing by extraction, 5-(3'-bromo-4'-methylphenyl)tetrazole was obtained. Reactants: C(#N)CCCNC(=O)C1=CC(=C(C=C1)C)Br (N-(3-cyanopropyl)-(3'-bromo-4'-methylphenyl)carboxamide), [Si](C)(C)(C)N=[N+]=[N-] (TMSN3), C1=CC=C(C=C1)P(C2=CC=CC=C2)C3=CC=CC=C3 (PPh3), CCOC(=O)/N=N/C(=O)OCC (DEAD), [OH-].[Na+] (NaOH). The solvent is C1CCOC1 (THF), C1CCOC1 (THF).